From a dataset of the Open Reaction Database (ORD), a public repository of structured organic reaction records. describe an organic reaction: reactants, conditions, products, and yield Reactants: N(=[N+]=[N-])CCC1CC=2N(C3=CC=CC=C3C2C=2C(NC(C2C2=CN(C3=CC=CC=C23)C)=O)=O)CC1 (3-[8-(2-azidoethyl)-6,7,8,9-tetrahydropyrido[1,2-a]indol-10-yl]-4-(1-methyl-3-indolyl)-1H-pyrrole-2,5-dione). The reagents and catalysts are [Pd] (Pd/C). The solvent is CO (methanol). Yields the product NCCC1CC=2N(C3=CC=CC=C3C2C=2C(NC(C2C2=CN(C3=CC=CC=C23)C)=O)=O)CC1 (3-[8-(2-aminoethyl)-6,7,8,9-tetrahydropyrido[1,2-a]indol-10-yl]-4-(1-methyl-3-indolyl)-1H-pyrrole-2,5-dione). Isolated yield 10.6%. As a reaction SMILES: [N:1]([CH2:4][CH2:5][CH:6]1[CH2:35][CH2:34][N:9]2[C:10]3[C:15]([C:16]([C:17]4[C:18](=[O:33])[NH:19][C:20](=[O:32])[C:21]=4[C:22]4[C:30]5[C:25](=[CH:26][CH:27]=[CH:28][CH:29]=5)[N:24]([CH3:31])[CH:23]=4)=[C:8]2[CH2:7]1)=[CH:14][CH:13]=[CH:12][CH:11]=3)=[N+]=[N-]>CO.[Pd]>[NH2:1][CH2:4][CH2:5][CH:6]1[CH2:35][CH2:34][N:9]2[C:10]3[C:15]([C:16]([C:17]4[C:18](=[O:33])[NH:19][C:20](=[O:32])[C:21]=4[C:22]4[C:30]5[C:25](=[CH:26][CH:27]=[CH:28][CH:29]=5)[N:24]([CH3:31])[CH:23]=4)=[C:8]2[CH2:7]1)=[CH:14][CH:13]=[CH:12][CH:11]=3. Procedure: 200 mg of the pyrroledione product of Example 16 in 70 ml of methanol containing 40 mg of 10% Pd/C were shaken under a hydrogen atmosphere at a pressure of 3 atmospheres for 48 hours. The supernatant was decanted and evaporated. The residue was treated with 50 ml of a saturated solution of hydrogen chloride in ethyl acetate and was then purified by chromatography on silica gel with dichloromethane/methanol/acetic acid/water (60:18:2:3). Crystallization from ethyl acetate gave 20 mg of 3-[8-(2-am... Reactants: COCCCN (3-methoxypropylamine), ClC1=NC(=CC(=N1)Cl)Cl (2,4,6-trichloropyrimidine), ice water. Run in O1CCCC1 (tetrahydrofuran). Reaction conditions: time 6 hour. The product is ClC1=NC(=NC(=C1)Cl)NCCCOC (4,6-Dichloro-2-(3-methoxypropylamino)-pyrimidine). Reaction SMILES: [CH3:1][O:2][CH2:3][CH2:4][CH2:5][NH2:6].Cl[C:8]1[N:13]=[C:12]([Cl:14])[CH:11]=[C:10]([Cl:15])[N:9]=1>O1CCCC1>[Cl:15][C:10]1[CH:11]=[C:12]([Cl:14])[N:13]=[C:8]([NH:6][CH2:5][CH2:4][CH2:3][O:2][CH3:1])[N:9]=1. Reported procedure: 48 g (0.54 mole) of 3-methoxypropylamine are added dropwise to 50 g (0.27 mole) of 2,4,6-trichloropyrimidine, dissolved in 300 ml of tetrahydrofuran, at -30° C. After the reaction mixture has thawed to room temperature and been stirred for a further six hours, it is poured into ice water and extracted with methylene chloride, the extract is dried over sodium sulphate and the solvent is removed. The resulting residue is subjected to steam distillation in the course of which 10.6 g (16.6% of theor... The reactants are ClC=1C=CC=C2C=C(NC12)B1OC(C(O1)(C)C)(C)C (7-chloro-2-(4,4,5,5-tetramethyl-[1,3,2]dioxaborolan-2-yl)-1H-indole), FC(C=1C=CC=C2C=CNC12)(F)F (7-trifluoromethyl-1H-indole). Yields the product FC(C=1C=CC=C2C=C(NC12)B1OC(C(O1)(C)C)(C)C)(F)F (7-Trifluoromethyl-2-(4,4,5,5-tetramethyl-[1,3,2]dioxaborolan-2-yl)-1H-indole). RXN SMILES: Cl[C:2]1[CH:3]=[CH:4][CH:5]=[C:6]2[C:10]=1[NH:9][C:8]([B:11]1[O:15][C:14]([CH3:17])([CH3:16])[C:13]([CH3:19])([CH3:18])[O:12]1)=[CH:7]2.[F:20][C:21]([F:32])([F:31])C1C=CC=C2C=1NC=C2>>[F:20][C:21]([F:32])([F:31])[C:2]1[CH:3]=[CH:4][CH:5]=[C:6]2[C:10]=1[NH:9][C:8]([B:11]1[O:15][C:14]([CH3:17])([CH3:16])[C:13]([CH3:19])([CH3:18])[O:12]1)=[CH:7]2. Procedure: Prepared according to a procedure analogous to that described for 7-chloro-2-(4,4,5,5-tetramethyl-[1,3,2]dioxaborolan-2-yl)-1H-indole using 7-trifluoromethyl-1H-indole. Starting materials: S(=O)(=O)(C1=CC=CC=2C(N(C)C)=CC=CC12)N[C@H](C(=O)OC)CNC(=O)OC(C)(C)C (Methyl 2(S)-Dansylamino-3-(N-t-butyloxycarbonylamino)propionate). Run in CCOC(=O)C (EtOAc). Conditions: temperature -78 celsius, time 0.5 hour. The product is S(=O)(=O)(C1=CC=CC=2C(N(C)C)=CC=CC12)N[C@H](C(=O)OC)CN (Methyl 2(S)-Dansylamino-3-aminopropionate). As a reaction SMILES: [S:1]([NH:17][C@@H:18]([CH2:23][NH:24]C(OC(C)(C)C)=O)[C:19]([O:21][CH3:22])=[O:20])([C:4]1[C:16]2[CH:15]=[CH:14][CH:13]=[C:9]([N:10]([CH3:12])[CH3:11])[C:8]=2[CH:7]=[CH:6][CH:5]=1)(=[O:3])=[O:2]>CCOC(C)=O>[S:1]([NH:17][C@@H:18]([CH2:23][NH2:24])[C:19]([O:21][CH3:22])=[O:20])([C:4]1[C:16]2[CH:15]=[CH:14][CH:13]=[C:9]([N:10]([CH3:12])[CH3:11])[C:8]=2[CH:7]=[CH:6][CH:5]=1)(=[O:2])=[O:3]. Procedure: A solution of 2-4 (0.43 g, 0.95 mmol) was suspended in EtOAc (15 mL) and cooled to -78° C. HCl gas was bubbled through the solution and the solution became homogenous. The solution was placed in an ice bath for 0.5 h, then concentrated to give 2-5 as an amorphous yellow solid. 1H NMR (300 MHz, CD3OD) δ8.97 (d, 1H), 8.62 (d, 1H), 8.44 (d, 1H), 8.18 (d, 1H), 7.95 (t, 2H), 4.25 (dd, 1H), 3.52 (s, 6H), 3.35 (dd, 1H), 3.12 (dd, 1H), 3.06 (s, 3H).